Dataset: the Open Reaction Database (ORD), a public repository of structured organic reaction records. Task: describe an organic reaction: reactants, conditions, products, and yield The reactants are COc1cc(Br)c2c(c1)OCCN2, CCC(COC)n1cc(Br)nc(Br)c1=O. The product is CCC(COC)n1cc(Br)nc(N2CCOc3cc(OC)cc(Br)c32)c1=O. Reaction SMILES: [Br:16][c:17]1[cH:18][c:19]([O:27][CH3:28])[cH:20][c:21]2[c:22]1[NH:23][CH2:24][CH2:25][O:26]2.[Br:1][c:2]1[c:3](=[O:15])[n:4]([CH:9]([CH2:10][CH3:11])[CH2:12][O:13][CH3:14])[cH:5][c:6]([Br:8])[n:7]1>>[c:2]1([N:23]2[c:22]3[c:17]([Br:16])[cH:18][c:19]([O:27][CH3:28])[cH:20][c:21]3[O:26][CH2:25][CH2:24]2)[c:3](=[O:15])[n:4]([CH:9]([CH2:10][CH3:11])[CH2:12][O:13][CH3:14])[cH:5][c:6]([Br:8])[n:7]1. RXN SMILES: [NH2:1][C:2]1[C:7]([Cl:8])=[CH:6][C:5]([C:9](=[O:20])[CH2:10][CH2:11][CH2:12][CH2:13][N:14]2[CH2:19][CH2:18][CH2:17][CH2:16][CH2:15]2)=[C:4]([O:21][CH3:22])[CH:3]=1.I[CH2:24]C>>[ClH:8].[NH2:1][C:2]1[C:7]([Cl:8])=[CH:6][C:5]([C:9](=[O:20])[CH2:10][CH2:11][CH2:12][CH2:13][N:14]2[CH2:15][CH2:16][CH2:17][CH2:18][CH2:19]2)=[C:4]([O:21][CH2:22][CH3:24])[CH:3]=1 |f:2.3|. Reported procedure: Proceeding as in Example 12, Step (a), but replacing 1-(4-amino-5-chloro-2-methoxyphenyl)-3-{1-[2-(methylsulfonyl)aminoeth yl]piperidin-4-yl}propan-1-one with 1-[4-amino-5-chloro-2-methoxyphenyl]-5-(piperidin-1-yl)pentan-1-one, and then as in Example 12, Step (b), but replacing 3,5-dimethoxybenzyl chloride with iodoethane, gave 1-[4-amino-5-chloro-2-ethoxyphenyl]-5-(piperidin-1-yl)-pentan-1-one hydrochloride, m.p. 230°-231° C. The reactants are NC1=CC(=C(C=C1Cl)C(CCCCN1CCCCC1)=O)OC (1-[4-amino-5-chloro-2-methoxyphenyl]-5-(piperidin-1-yl)pentan-1-one), ICC (iodoethane). Yields the product Cl.NC1=CC(=C(C=C1Cl)C(CCCCN1CCCCC1)=O)OCC (1-[4-amino-5-chloro-2-ethoxyphenyl]-5-(piperidin-1-yl)-pentan-1-one hydrochloride). Starting materials: ON=C(C(=O)OC)C(CCCCOC)=O (Methyl 2-(hydroxyimino)-7-methoxy-3-oxoheptanoate), C(C)(=O)OC(C)=O (acetic anhydride). The reagents and catalysts are [C].[Pd] (palladium-carbon). Solvent: C(C)(=O)O (acetic acid). Run at time 14 hour. Product: C(C)(=O)NC(C(=O)OC)C(CCCCOC)=O (methyl 2-(acetylamino)-7-methoxy-3-oxoheptanoate). As a reaction SMILES: O[N:2]=[C:3]([C:8](=[O:15])[CH2:9][CH2:10][CH2:11][CH2:12][O:13][CH3:14])[C:4]([O:6][CH3:7])=[O:5].[C:16](OC(=O)C)(=[O:18])[CH3:17]>C(O)(=O)C.[C].[Pd]>[C:16]([NH:2][CH:3]([C:8](=[O:15])[CH2:9][CH2:10][CH2:11][CH2:12][O:13][CH3:14])[C:4]([O:6][CH3:7])=[O:5])(=[O:18])[CH3:17] |f:3.4|. Reported procedure: Methyl 2-(hydroxyimino)-7-methoxy-3-oxoheptanoate (5.70 g) and palladium-carbon (900 mg) were suspended in acetic acid (60 ml)-acetic anhydride (25 ml) and the mixture was stirred under a hydrogen atmosphere (1 atom) at room temperature for 14 hr. The palladium catalyst was filtered off, and the filtrate was concentrated under reduced pressure to give the object product (5.48 g). The reactants are Brc1ccc(OCCOC2CCCCO2)cc1, O=C([O-])[O-], [Cu], [K+], [K+], O=Cc1cccc(O)c1, c1ccncc1. Product: O=Cc1cccc(Oc2ccc(OCCOC3CCCCO3)cc2)c1. RXN SMILES: [Br:10][c:11]1[cH:12][cH:13][c:14]([O:15][CH2:16][CH2:17][O:18][CH:19]2[O:20][CH2:21][CH2:22][CH2:23][CH2:24]2)[cH:25][cH:26]1.[C:27](=[O:28])([O-:29])[O-:30].[Cu:39].[K+:31].[K+:32].[OH:1][c:2]1[cH:3][c:4]([CH:5]=[O:6])[cH:7][cH:8][cH:9]1.[cH:33]1[cH:34][cH:35][n:36][cH:37][cH:38]1>>[O:1]([c:2]1[cH:3][c:4]([CH:5]=[O:6])[cH:7][cH:8][cH:9]1)[c:11]1[cH:12][cH:13][c:14]([O:15][CH2:16][CH2:17][O:18][CH:19]2[O:20][CH2:21][CH2:22][CH2:23][CH2:24]2)[cH:25][cH:26]1. Starting materials: N#Cc1cc(Cl)ccc1Br, CC(C)(C)OC(=O)N1CCCC1c1ncc(-c2ccc(B3OC(C)(C)C(C)(C)O3)cc2)[nH]1, O=C([O-])[O-], [K+], [K+], [Na+], O=C([O-])O, c1ccc(P(c2ccccc2)(c2ccccc2)[Pd](P(c2ccccc2)(c2ccccc2)c2ccccc2)(P(c2ccccc2)(c2ccccc2)c2ccccc2)P(c2ccccc2)(c2ccccc2)c2ccccc2)cc1. The product is CC(C)(C)OC(=O)N1CCCC1c1ncc(-c2ccc(-c3ccc(Cl)cc3C#N)cc2)[nH]1. Reaction SMILES: [Br:33][c:34]1[c:35]([C:36]#[N:37])[cH:38][c:39]([Cl:42])[cH:40][cH:41]1.[C:1]([CH3:2])([CH3:3])([CH3:4])[O:5][C:6](=[O:7])[N:8]1[CH:9]([c:13]2[nH:14][c:15](-[c:18]3[cH:19][cH:20][c:21]([B:24]4[O:25][C:26]([CH3:27])([CH3:28])[C:29]([CH3:30])([CH3:31])[O:32]4)[cH:22][cH:23]3)[cH:16][n:17]2)[CH2:10][CH2:11][CH2:12]1.[C:43](=[O:44])([O-:45])[O-:46].[K+:47].[K+:48].[Na+:130].[O-:126][C:127]([OH:128])=[O:129].[cH:49]1[cH:50][cH:51][c:52]([P:53]([Pd:54]([P:55]([c:56]2[cH:57][cH:58][cH:59][cH:60][cH:61]2)([c:62]2[cH:63][cH:64][cH:65][cH:66][cH:67]2)[c:68]2[cH:69][cH:70][cH:71][cH:72][cH:73]2)([P:74]([c:75]2[cH:76][cH:77][cH:78][cH:79][cH:80]2)([c:81]2[cH:82][cH:83][cH:84][cH:85][cH:86]2)[c:87]2[cH:88][cH:89][cH:90][cH:91][cH:92]2)[P:93]([c:94]2[cH:95][cH:96][cH:97][cH:98][cH:99]2)([c:100]2[cH:101][cH:102][cH:103][cH:104][cH:105]2)[c:106]2[cH:107][cH:108][cH:109][cH:110][cH:111]2)([c:112]2[cH:113][cH:114][cH:115][cH:116][cH:117]2)[c:118]2[cH:119][cH:120][cH:121][cH:122][cH:123]2)[cH:124][cH:125]1>>[C:1]([CH3:2])([CH3:3])([CH3:4])[O:5][C:6](=[O:7])[N:8]1[CH:9]([c:13]2[nH:14][c:15](-[c:18]3[cH:19][cH:20][c:21](-[c:34]4[c:35]([C:36]#[N:37])[cH:38][c:39]([Cl:42])[cH:40][cH:41]4)[cH:22][cH:23]3)[cH:16][n:17]2)[CH2:10][CH2:11][CH2:12]1. Reactants: NC(=O)N (urea), OS(=O)(=O)O (H2SO4), OS(=O)(=O)O (H2SO4), OS(=O)(=O)O (H2SO4), OS(=O)(=O)O (H2SO4), N(=O)[O-].[Na+] (NaNO2), N(=O)[O-].[Na+] (NaNO2), OS(=O)(=O)O (H2SO4), C(C)(C)(C)C1=C(N)C=C(C=C1)[N+](=O)[O-] (2-tert-butyl-5-nitro-aniline), NC1=CC=CC=C1 (aniline). The solvent is O (H2O), O (H2O), O (H2O), CCOC(=O)C (EtOAc), O (H2O), O (H2O), O (H2O). Conditions: temperature 0 celsius. The product is C(C)(C)(C)C1=C(C=C(C=C1)[N+](=O)[O-])O (2-tert-butyl-5-nitrophenol). RXN SMILES: OS(O)(=O)=O.[C:6]([C:10]1[CH:16]=[CH:15][C:14]([N+:17]([O-:19])=[O:18])=[CH:13][C:11]=1N)([CH3:9])([CH3:8])[CH3:7].NC1C=CC=CC=1.N([O-])=[O:28].[Na+].NC(N)=O>O.CCOC(C)=O>[C:6]([C:10]1[CH:16]=[CH:15][C:14]([N+:17]([O-:19])=[O:18])=[CH:13][C:11]=1[OH:28])([CH3:9])([CH3:8])[CH3:7] |f:3.4|. Reported procedure: In a 250 ml round bottom flask, 20 mL concentrated H2SO4 was added to 2-tert-butyl-5-nitro-aniline (7.15 g) by adding 5 mL aliquots of acid and sonicating with occasional heating until all of the starting aniline went into solution. H2O (84 ml) was added with stirring, then the reaction was cooled to 0° C. forming a yellow-orange suspension. A solution of NaNO2 (2.792 g) in H2O (11.2 mL) was added dropwise to the suspension and stirred for 5 min. Excess NaNO2 was neutralized with urea, then the ...